From a dataset of the Open Reaction Database (ORD), a public repository of structured organic reaction records. describe an organic reaction: reactants, conditions, products, and yield The reactants are C1(=CC=CC=C1)N(C(=O)OCC1=CC2=CC=CC(=C2CC1)OCC(=O)OCC)C1=CC=CC=C1 (2-(N,N-diphenylcarbamoyloxymethyl)-5-ethoxycarbonylmethyloxy-3,4-dihydronaphthalene), O (water), N-oxide, OSO4, C(C)(=O)OCC (ethyl acetate). Solvent: C(C)#N (acetonitrile). Reaction conditions: time 4 hour. Product: OC1C(CCC2=C(C=CC=C12)OCC(=O)OCC)(COC(N(C1=CC=CC=C1)C1=CC=CC=C1)=O)O (1,2-dihydroxy-2-(N,N-diphenylcarbamoyloxymethyl)-5-ethoxycarbonylmethyloxy-1,2,3,4-tetrahydronaphthalene). As a reaction SMILES: [C:1]1([N:7]([C:29]2[CH:34]=[CH:33][CH:32]=[CH:31][CH:30]=2)[C:8]([O:10][CH2:11][C:12]2[CH2:21][CH2:20][C:19]3[C:14](=[CH:15][CH:16]=[CH:17][C:18]=3[O:22][CH2:23][C:24]([O:26][CH2:27][CH3:28])=[O:25])[CH:13]=2)=[O:9])[CH:6]=[CH:5][CH:4]=[CH:3][CH:2]=1.C(OCC)(=[O:37])C.[OH2:41]>C(#N)C>[OH:41][CH:13]1[C:14]2[C:19](=[C:18]([O:22][CH2:23][C:24]([O:26][CH2:27][CH3:28])=[O:25])[CH:17]=[CH:16][CH:15]=2)[CH2:20][CH2:21][C:12]1([OH:37])[CH2:11][O:10][C:8](=[O:9])[N:7]([C:1]1[CH:6]=[CH:5][CH:4]=[CH:3][CH:2]=1)[C:29]1[CH:30]=[CH:31][CH:32]=[CH:33][CH:34]=1. Procedure: To a solution of 2-(N,N-diphenylcarbamoyloxymethyl)-5-ethoxycarbonylmethyloxy-3,4-dihydronaphthalene (270 mg) in a mixture of acetonitrile (10 ml) and water (5 ml) were added 4-methylmorphorine N-oxide (0.34 ml) and OSO4 (1 ml, 2.5% in t-butyl alcohol) at 0° C. After being stirred for 4 hours, the solution was diluted into ethyl acetate. The mixture was washed with 1N-HCl solution, sat. NaHCO3, and brine, dried over MgSO4, and evaporated in vacuo. The residue was purified by chromatography on si... The yield is 88.6%. Starting materials: NCC1=NC(=NO1)C=1N=CN2C1[C@H]1N(C(C3=C2C=CC=C3C(F)(F)F)=O)CC1 ((S)-1-(5-aminomethyl-1,2,4-oxadiazol-3-yl)-8-trifluoromethyl-12,12a-dihydro-9H,11H-azeto[2,1-c]imidazo[1,5-a][1,4]benzodiazepin-9-one), C(C)N(C(C)C)C(C)C (N-ethyldiisopropylamine), C(C=C)Br (allyl bromide). Solvent: C(Cl)Cl (methylene chloride). Reported procedure: 3 g (7.7 mmol) of crude (S)-1-(5-aminomethyl-1,2,4-oxadiazol-3-yl)-8-trifluoromethyl-12,12a-dihydro-9H,11H-azeto[2,1-c]imidazo[1,5-a][1,4]benzodiazepin-9-one, 50 ml of methylene chloride, 14.2 ml (72 mmol) of N-ethyldiisopropylamine and 5.14 g (3.6 mmol) of allyl bromide were stirred at room temperature overnight and at 40° for 4 hours. The reaction solution was washed three times with water, dried over magnesium sulfate and evaporated. The residue was chromatographed on 390 g of silica gel whil... The product is C(C=C)N(CC=C)CC1=NC(=NO1)C=1N=CN2C1[C@H]1N(C(C3=C2C=CC=C3C(F)(F)F)=O)CC1 ((S)-1-(5-diallylaminomethyl-1,2,4-oxadiazol-3-yl)-8-trifluoromethyl-12,12a-dihydro-9H,11H-azeto[2,1-c]imidazo[1,5-a][1,4]benzodiazepin-9-one). Reaction SMILES: [NH2:1][CH2:2][C:3]1[O:7][N:6]=[C:5]([C:8]2[N:9]=[CH:10][N:11]3[C:17]4[CH:18]=[CH:19][CH:20]=[C:21]([C:22]([F:25])([F:24])[F:23])[C:16]=4[C:15](=[O:26])[N:14]4[CH2:27][CH2:28][C@H:13]4[C:12]=23)[N:4]=1.C(N(C(C)C)[CH:32]([CH3:34])[CH3:33])C.[CH2:38](Br)[CH:39]=[CH2:40]>C(Cl)Cl>[CH2:34]([N:1]([CH2:2][C:3]1[O:7][N:6]=[C:5]([C:8]2[N:9]=[CH:10][N:11]3[C:17]4[CH:18]=[CH:19][CH:20]=[C:21]([C:22]([F:25])([F:24])[F:23])[C:16]=4[C:15](=[O:26])[N:14]4[CH2:27][CH2:28][C@H:13]4[C:12]=23)[N:4]=1)[CH2:40][CH:39]=[CH2:38])[CH:32]=[CH2:33]. The reactants are N,N'-carbonyldiimidazole, COC1=CC=C(CS[C@H]2C[C@H](N(C2)C(=O)OCC2=CC=C(C=C2)[N+](=O)[O-])C(=O)O)C=C1 ((2S,4S)-4-(4-methoxybenzylthio)-1-(4-nitrobenzyloxycarbonyl)-2-pyrrolidinecarboxylic acid), CN1CCNCC1 (N-methylpiperazine). Solvent: C(C)#N (acetonitrile). Conditions: time 30 minute. Yields the product COC1=CC=C(CS[C@H]2C[C@H](N(C2)C(=O)OCC2=CC=C(C=C2)[N+](=O)[O-])C(=O)N2CCN(CC2)C)C=C1 ((2S,4S)-4-(4-Methoxybenzylthio)-2-(4-methyl-1-piperazinylcarbonyl)-1-(4-nitrobenzyloxycarbonyl)pyrrolidine). Isolated yield 9.8%. As a reaction SMILES: [CH3:1][O:2][C:3]1[CH:31]=[CH:30][C:6]([CH2:7][S:8][C@@H:9]2[CH2:13][N:12]([C:14]([O:16][CH2:17][C:18]3[CH:23]=[CH:22][C:21]([N+:24]([O-:26])=[O:25])=[CH:20][CH:19]=3)=[O:15])[C@H:11]([C:27](O)=[O:28])[CH2:10]2)=[CH:5][CH:4]=1.[CH3:32][N:33]1[CH2:38][CH2:37][NH:36][CH2:35][CH2:34]1>C(#N)C>[CH3:1][O:2][C:3]1[CH:31]=[CH:30][C:6]([CH2:7][S:8][C@@H:9]2[CH2:13][N:12]([C:14]([O:16][CH2:17][C:18]3[CH:19]=[CH:20][C:21]([N+:24]([O-:26])=[O:25])=[CH:22][CH:23]=3)=[O:15])[C@H:11]([C:27]([N:36]3[CH2:37][CH2:38][N:33]([CH3:32])[CH2:34][CH2:35]3)=[O:28])[CH2:10]2)=[CH:5][CH:4]=1. Reported procedure: 11.7 g of (2S,4S)-4-(4-methoxybenzylthio)-1-(4-nitrobenzyloxycarbonyl)-2-pyrrolidinecarboxylic acid [prepared as described in step (b) above] were dissolved in 100 ml of anhydrous acetonitrile. 4.9 g of N,N'-carbonyldiimidazole were then added to the solution, which was then stirred for 30 minutes at room temperature. At the end of this time, 3.5 g of N-methylpiperazine were added to the reaction solution, and it was then stirred at room temperature for 30 minutes, and then at 40° C. for 30 minu... The reactants are C(C)OC(=O)C=1SC=C(N1)C(C)=O (4-acetyl-2-thiazolecarboxylic acid ethyl ester), N (ammonia). Reaction conditions: time 1 hour. The product is C(C)(=O)C=1N=C(SC1)C(=O)N (4-acetyl-2-thiazolecarboxamide). RXN SMILES: C([O:3][C:4]([C:6]1[S:7][CH:8]=[C:9]([C:11](=[O:13])[CH3:12])[N:10]=1)=O)C.[NH3:14]>>[C:11]([C:9]1[N:10]=[C:6]([C:4]([NH2:14])=[O:3])[S:7][CH:8]=1)(=[O:13])[CH3:12]. Procedure details: A suspension of 4-acetyl-2-thiazolecarboxylic acid ethyl ester (2.5 g) in 28% aqueous ammonia solution (40 ml) was stirred for 1 hour at room temperature. The resulting precipitate was collected by filtration to afford 4-acetyl-2-thiazolecarboxamide (1.76 g). Starting materials: COC(=O)C1(CCCC1)CCCCBr (1-(4-bromobutyl)cyclopentane carboxlic acid methyl ester), [C-]#N.[Li+] (lithium cyanide), CN(C)C=O (DMF). Conditions: time 8 hour. Product: COC(=O)C1(CCCC1)CCCCC#N (1-(4-Cyanobutyl)Cyclopentane Carboxylic Acid Methyl Ester). RXN SMILES: [CH3:1][O:2][C:3]([C:5]1([CH2:10][CH2:11][CH2:12][CH2:13]Br)[CH2:9][CH2:8][CH2:7][CH2:6]1)=[O:4].[C-]#N.[Li+].[CH3:18][N:19](C=O)C>>[CH3:1][O:2][C:3]([C:5]1([CH2:10][CH2:11][CH2:12][CH2:13][C:18]#[N:19])[CH2:9][CH2:8][CH2:7][CH2:6]1)=[O:4] |f:1.2|. Procedure details: A solution of 1-(4-bromobutyl)cyclopentane carboxlic acid methyl ester was treated with a solution of 0.5 molar lithium cyanide in DMF (5 mmol, 10 mL) and stirred overnight at room temperature followed by heating at 75° C. for two hrs. The reaction mixture was evaporated to dryness, the residue was dissolved in ethyl acetate (30 mL) and washed with sat'd sodium bicarbonate (2×10 mL), and brine (5 mL) and dried over magnesium sulfate to give a yellow oil (860 mg). Silica gel chromtography eluting... Starting materials: CS(=O)(=O)O, CC(C)=O, CC1(C)Cc2c(c(C(=O)Nc3ccc(F)c(C(F)(F)F)c3)cc3nc(Nc4c(F)cccc4Cl)[nH]c23)O1. Yields the product CS(=O)(=O)O, CC1(C)Cc2c(c(C(=O)Nc3ccc(F)c(C(F)(F)F)c3)cc3nc(Nc4c(F)cccc4Cl)[nH]c23)O1. As a reaction SMILES: [CH3:38][S:39]([OH:40])(=[O:41])=[O:42].[CH3:43][C:44](=[O:45])[CH3:46].[Cl:1][c:2]1[c:3]([NH:9][c:10]2[nH:11][c:12]3[c:13]([n:14]2)[cH:15][c:16]([C:24](=[O:25])[NH:26][c:27]2[cH:28][c:29]([C:34]([F:35])([F:36])[F:37])[c:30]([F:33])[cH:31][cH:32]2)[c:17]2[c:18]3[CH2:19][C:20]([CH3:22])([CH3:23])[O:21]2)[c:4]([F:8])[cH:5][cH:6][cH:7]1>>[CH3:38][S:39](=[O:40])(=[O:41])[OH:42].[Cl:1][c:2]1[c:3]([NH:9][c:10]2[nH:11][c:12]3[c:13]([n:14]2)[cH:15][c:16]([C:24](=[O:25])[NH:26][c:27]2[cH:28][c:29]([C:34]([F:35])([F:36])[F:37])[c:30]([F:33])[cH:31][cH:32]2)[c:17]2[c:18]3[CH2:19][C:20]([CH3:22])([CH3:23])[O:21]2)[c:4]([F:8])[cH:5][cH:6][cH:7]1.